From a dataset of the Open Reaction Database (ORD), a public repository of structured organic reaction records. describe an organic reaction: reactants, conditions, products, and yield Starting materials: [Si](C)(C)(C(C)(C)C)OCC1CN2C(O1)=NC(=C2)[N+](=O)[O-] (2-({[tert-butyl(dimethyl)silyl]oxy}methyl)-6-nitro-2,3-dihydroimidazo[2,1-b][1,3]oxazole), Cl (HCl), N (NH3). Run in CCO (EtOH), CO (MeOH). Run at time 6 hour. The product is [N+](=O)([O-])C=1N=C2OC(CN2C1)CO ((6-nitro-2,3-dihydroimidazo[2,1-b][1,3]oxazol-2-yl)methanol). Yield: 96.1%. Reaction SMILES: [Si]([O:8][CH2:9][CH:10]1[O:14][C:13]2=[N:15][C:16]([N+:18]([O-:20])=[O:19])=[CH:17][N:12]2[CH2:11]1)(C(C)(C)C)(C)C.Cl.N>CCO.CO>[N+:18]([C:16]1[N:15]=[C:13]2[N:12]([CH:17]=1)[CH2:11][CH:10]([CH2:9][OH:8])[O:14]2)([O-:20])=[O:19]. Reported procedure: A suspension of silyl ether 89 (503 mg, 1.68 mmol) in a solution of 1% HCl in 95% EtOH (desilylation conditions described by Cunico et al., 1980) (27 mL) was stirred at room temperature for 6 h, and then stored at 4° C. for 2.5 d. The resulting solution was neutralised by dropwise addition of 7M NH3 in MeOH (2 mL) with stirring, and then concentrated to dryness and the residue was chromatographed on silica gel. Elution with 0-2% MeOH/CH2Cl2 firstly gave foreruns, and then further elution with 2-...